This data is from the Open Reaction Database (ORD), a public repository of structured organic reaction records. The task is: describe an organic reaction: reactants, conditions, products, and yield Reactants: NC1=CC(=C(C(=O)NCC2CN(CCO2)CC2=C(C=CC=C2)Cl)C=C1Cl)OCC (4-amino-5-chloro-N-[[4-(2-chlorobenzyl)-2-morpholinyl]methyl]-2-ethoxybenzamide), OO (hydrogen peroxide), OO (hydrogen peroxide). Run in CO (methanol). Conditions: time 24 hour. The product is NC1=CC(=C(C(=O)[NH+](CC2CN(CCO2)CC2=C(C=CC=C2)Cl)[O-])C=C1Cl)OCC (4-amino-5-chloro-N-[[4-(2-chlorobenzyl)-2-morpholinyl]methyl]-2-ethoxybenzamide N-oxide). Yield: 14.5%. RXN SMILES: [NH2:1][C:2]1[C:25]([Cl:26])=[CH:24][C:5]([C:6]([NH:8][CH2:9][CH:10]2[O:15][CH2:14][CH2:13][N:12]([CH2:16][C:17]3[CH:22]=[CH:21][CH:20]=[CH:19][C:18]=3[Cl:23])[CH2:11]2)=[O:7])=[C:4]([O:27][CH2:28][CH3:29])[CH:3]=1.[OH:30]O>CO>[NH2:1][C:2]1[C:25]([Cl:26])=[CH:24][C:5]([C:6]([NH+:8]([O-:30])[CH2:9][CH:10]2[O:15][CH2:14][CH2:13][N:12]([CH2:16][C:17]3[CH:22]=[CH:21][CH:20]=[CH:19][C:18]=3[Cl:23])[CH2:11]2)=[O:7])=[C:4]([O:27][CH2:28][CH3:29])[CH:3]=1. Reported procedure: To a stirred solution of 4-amino-5-chloro-N-[[4-(2-chlorobenzyl)-2-morpholinyl]methyl]-2-ethoxybenzamide (4.0 g) in methanol (150 ml) is added 30% aqueous hydrogen peroxide (1.2 g). After the mixture is heated under reflux for 8 hours, an additional 30% aqueous hydrogen peroxide (1.2 g) is added, and the reaction mixture is refluxed with stirring for an additional 24 hours. The solvent is distilled off under reduced pressure, and chloroform and water are added to the residue. The mixture is stir... The reactants are CC(=O)OC(C)=O, CO, COc1ccc(CN2CCC(NC(=O)CNC(=O)c3cc(C(F)(F)F)ccc3NC(=O)OC(C)(C)C)C2)cc1N, c1ccncc1. Product: COc1ccc(CN2CCC(NC(=O)CNC(=O)c3cc(C(F)(F)F)ccc3NC(=O)OC(C)(C)C)C2)cc1NC(C)=O. As a reaction SMILES: [CH3:41][C:42](=[O:43])[O:44][C:45](=[O:46])[CH3:47].[CH3:48][OH:49].[NH2:1][c:2]1[cH:3][c:4]([CH2:5][N:6]2[CH2:7][CH:8]([NH:11][C:12]([CH2:13][NH:14][C:15]([c:16]3[c:17]([NH:26][C:27](=[O:28])[O:29][C:30]([CH3:31])([CH3:32])[CH3:33])[cH:18][cH:19][c:20]([C:22]([F:23])([F:24])[F:25])[cH:21]3)=[O:34])=[O:35])[CH2:9][CH2:10]2)[cH:36][cH:37][c:38]1[O:39][CH3:40].[cH:50]1[cH:51][cH:52][n:53][cH:54][cH:55]1>>[NH:1]([c:2]1[cH:3][c:4]([CH2:5][N:6]2[CH2:7][CH:8]([NH:11][C:12]([CH2:13][NH:14][C:15]([c:16]3[c:17]([NH:26][C:27](=[O:28])[O:29][C:30]([CH3:31])([CH3:32])[CH3:33])[cH:18][cH:19][c:20]([C:22]([F:23])([F:24])[F:25])[cH:21]3)=[O:34])=[O:35])[CH2:9][CH2:10]2)[cH:36][cH:37][c:38]1[O:39][CH3:40])[C:42]([CH3:41])=[O:43]. Reactants: [N+](=O)([O-])C=1NC=CN1 (2-nitroimidazole), C(=O)([O-])[O-].[K+].[K+] (K2CO3), ClCCN1C(OCC1)=O (3-(2-chloroethyl)-2-oxazolidinone). Solvent: CN(C)C=O (DMF). Conditions: temperature 60 celsius, time 18 hour. Yields the product [N+](=O)([O-])C=1N(C=CN1)CCN1C(OCC1)=O (3-[2-(2-Nitro-1H-imidazol-1-yl)ethyl]-2-oxazolidinone). The yield is 35.2%. As a reaction SMILES: [N+:1]([C:4]1[NH:5][CH:6]=[CH:7][N:8]=1)([O-:3])=[O:2].C([O-])([O-])=O.[K+].[K+].Cl[CH2:16][CH2:17][N:18]1[CH2:22][CH2:21][O:20][C:19]1=[O:23]>CN(C=O)C>[N+:1]([C:4]1[N:5]([CH2:16][CH2:17][N:18]2[CH2:22][CH2:21][O:20][C:19]2=[O:23])[CH:6]=[CH:7][N:8]=1)([O-:3])=[O:2] |f:1.2.3|. Reported procedure: A mixture of 5 g (44 mmol) of 2-nitroimidazole and 6.1 g of K2CO3 in 50 ml of DMF was heated at 60° C. for 0.5 hours; then 6.61 g (44 mmol) of 3-(2-chloroethyl)-2-oxazolidinone was added and stirring continued for 18 hours; at 60° C. The mixture was then cooled and concentrated. The residue was partitioned between CHCl3 and water, the organic layer was dried and concentrated to a solid. The solid was crystallized from ethanol to give 3.5 g (35%) of the desired product, 3-[2-(2-nitro-1H-imidazol-... Reactants: C(#N)[BH3-].[Na+] (sodium cyanoborohydride), NC1=C(C(C2=C(C=C(C=C2)OCC2=CC=CC=C2)OC)O)C=C(C=C1)Cl (2-amino-α-(4-benzyloxy-2-methoxyphenyl)-5-chlorobenzyl alcohol), C(C(C)(C)C)=O (pivalaldehyde), C(C)(=O)O (acetic acid). Run in C(C)O (ethanol). Conditions: time 30 minute. Yields the product C(C1=CC=CC=C1)OC1=CC(=C(C=C1)C(C1=C(C=CC(=C1)Cl)NCC(C)(C)C)O)OC (α-(4-benzyloxy-2-methoxyphenyl)-2-neopentylamino-5-chlorobenzyl alcohol). Reaction SMILES: [NH2:1][C:2]1[CH:25]=[CH:24][C:23]([Cl:26])=[CH:22][C:3]=1[CH:4]([OH:21])[C:5]1[CH:10]=[CH:9][C:8]([O:11][CH2:12][C:13]2[CH:18]=[CH:17][CH:16]=[CH:15][CH:14]=2)=[CH:7][C:6]=1[O:19][CH3:20].[CH:27](=O)[C:28]([CH3:31])([CH3:30])[CH3:29].C(O)(=O)C.C([BH3-])#N.[Na+]>C(O)C>[CH2:12]([O:11][C:8]1[CH:9]=[CH:10][C:5]([CH:4]([OH:21])[C:3]2[CH:22]=[C:23]([Cl:26])[CH:24]=[CH:25][C:2]=2[NH:1][CH2:27][C:28]([CH3:31])([CH3:30])[CH3:29])=[C:6]([O:19][CH3:20])[CH:7]=1)[C:13]1[CH:18]=[CH:17][CH:16]=[CH:15][CH:14]=1 |f:3.4|. Reported procedure: A mixture of 2-amino-α-(4-benzyloxy-2-methoxyphenyl)-5-chlorobenzyl alcohol (9.5 g), pivalaldehyde (3.35 ml), acetic acid (1.85 g) and ethanol (200 ml) was stirred for 30 min. To the mixture was added sodium cyanoborohydride (2.33 g) and the mixture was stirred for 24 h. After the mixture was concentrated in vacuo, the residue was diluted with water (200 ml) and extracted with ethyl acetate (200 ml). The extract was washed with water, dried over magnesium sulfate and concentrated in vacuo. The r... Starting materials: P(=O)(Cl)(Cl)Cl (phosphorus oxychloride), [OH-].[Na+] (sodium hydroxide), C(C)(=O)N[C@@H](CS)C(=O)O (N-acetyl cysteine), O (water). Conditions: time 2 hour. Yields the product C(C)(=O)N[C@@H](CSP(=O)(O)O)C(=O)O (N-acetyl-S-phosphocysteine). As a reaction SMILES: [C:1]([NH:4][C@H:5]([C:8]([OH:10])=[O:9])[CH2:6][SH:7])(=[O:3])[CH3:2].[P:11](Cl)(Cl)(Cl)=[O:12].[OH-:16].[Na+].[OH2:18]>>[C:1]([NH:4][C@H:5]([C:8]([OH:10])=[O:9])[CH2:6][S:7][P:11]([OH:12])([OH:18])=[O:16])(=[O:3])[CH3:2] |f:2.3|. Reported procedure: N-acetyl-S-phosphocysteine was synthesized according to the procedure followed by Binkely (1954). N-acetyl cysteine (0.5 g) was dissolved in 8 mL of distilled water in an ice bath. The NAC solution was then treated with 0.2 mL of phosphorus oxychloride and with sodium hydroxide to maintain the basic pH of 11. The resulting white solid was dried and re-dissolved in deuterium oxide for 31P, 13C and 1H NMR analysis. After analysis, the sample was dried, re-suspended in water, and treated with 1 mg ... The reactants are FC=1C=CC=C2C(N(C(C12)CCC(=O)NC1=NC=C(C(=O)O)C=C1)CC1=CC=C(C=C1)F)=O (6-{3-[7-Fluoro-2-(4-fluorobenzyl)-3-oxo-2,3-dihydro-1H-isoindol-1-yl]-propionylamino}-nicotinic acid), NC=1N=NC(=CC1)Cl (3-amino-6-chloropyridazine). Product: ClC1=CC=C(N=N1)NC(CCC1N(C(C2=CC=CC(=C12)F)=O)CC1=CC=C(C=C1)F)=O (N-(6-Chloro-pyridazin-3-yl)-3-[7-fluoro-2-(4-fluoro-benzyl)-3-oxo-2,3-dihydro-1H-isoindol-1-yl]-Propionamide). RXN SMILES: [F:1][C:2]1[CH:3]=[CH:4][CH:5]=[C:6]2[C:10]=1[CH:9]([CH2:11][CH2:12][C:13](NC1C=CC(C(O)=O)=CN=1)=[O:14])[N:8]([CH2:25][C:26]1[CH:31]=[CH:30][C:29]([F:32])=[CH:28][CH:27]=1)[C:7]2=[O:33].[NH2:34][C:35]1[N:36]=[N:37][C:38]([Cl:41])=[CH:39][CH:40]=1>>[Cl:41][C:38]1[N:37]=[N:36][C:35]([NH:34][C:13](=[O:14])[CH2:12][CH2:11][CH:9]2[C:10]3[C:6](=[CH:5][CH:4]=[CH:3][C:2]=3[F:1])[C:7](=[O:33])[N:8]2[CH2:25][C:26]2[CH:27]=[CH:28][C:29]([F:32])=[CH:30][CH:31]=2)=[CH:40][CH:39]=1. Procedure details: The product of Example 11, Part D (150 mg, 0.453 mmol) and 3-amino-6-chloropyridazine (57.3 mg, 0.453 mmol) were converted to the title compound in a manner analogous to the method described in Example 27 (112 mg, 18%). 1H NMR (400 MHz, CDCl3) δ 9.71 (s, 1H), 8.45 (d, J=9 Hz, 1H), 7.61 (d, J=8 Hz, 1H); 7.49 (d, J=9 Hz, 1H); 7.39 (m, 1H); 7.30 (m, 2H), 7.17 (t, J=9 Hz, 1H); 7.01 (t, J=8.5 Hz, 2H); 5.29 (d, J=15 Hz, 1H), 4.69 (m, 1H), 4.25 (d, J=15 Hz, 1H), 2.63-2.52 (m, 2H); 2.29-2.17 (m, 2H). MS... The reactants are COC=1C=CC=2C[C@@H]3[C@@]4(CCC(C[C@@]4(C2C1)CCN3CC3CCCO3)=O)OC (3,14-dimethoxy-17-tetrahydrofurfurylmorphinan-6-one), B(Br)(Br)Br (BBr3), ice, [NH4+].[OH-] (NH4OH). The solvent is C(Cl)(Cl)Cl (CHCl3), C(Cl)(Cl)Cl (chloroform), C(Cl)(Cl)Cl (chloroform). Conditions: time 20 minute. Yields the product OC=1C=CC=2C[C@@H]3[C@@]4(CCC(C[C@@]4(C2C1)CCN3CC3CCCO3)=O)OC (3-Hydroxy-14-methoxy-17-tetrahydrofurfurylmorphinan-6-one). As a reaction SMILES: C[O:2][C:3]1[CH:4]=[CH:5][C:6]2[CH2:7][C@H:8]3[N:19]([CH2:20][CH:21]4[O:25][CH2:24][CH2:23][CH2:22]4)[CH2:18][CH2:17][C@@:14]4([C:15]=2[CH:16]=1)[C@@:9]3([O:27][CH3:28])[CH2:10][CH2:11][C:12](=[O:26])[CH2:13]4.B(Br)(Br)Br.[NH4+].[OH-]>C(Cl)(Cl)Cl>[OH:2][C:3]1[CH:4]=[CH:5][C:6]2[CH2:7][C@H:8]3[N:19]([CH2:20][CH:21]4[O:25][CH2:24][CH2:23][CH2:22]4)[CH2:18][CH2:17][C@@:14]4([C:15]=2[CH:16]=1)[C@@:9]3([O:27][CH3:28])[CH2:10][CH2:11][C:12](=[O:26])[CH2:13]4 |f:2.3|. Procedure details: A solution of 3,14-dimethoxy-17-tetrahydrofurfurylmorphinan-6-one (9) (0.12 g, 0.31 mmol) in 10 ml of CHCl3 was added to a solution of BBr3 (0.65 g, 2.59 mmol) in 20 ml of chloroform under stirring. After 20 minutes, the product was treated with a mixture of ice (10 g), chloroform (10 ml) and NH4OH (10 ml). The resulting mixture was stirred at 0° C. for 30 minutes whereupon the layers were separated and the organic extract was washed with water. The aqueous layer was saturated with sodium chlori... The reactants are ClC1=CC=C(CNC(=O)C2=CN(C3=CC=C(C=C3C2=O)CCl)CCOCCOC)C=C1 (N-(4-chlorobenzyl)-6-(chloromethyl)-1-[2-(2-methoxyethoxy)ethyl]-4-oxo-1,4-dihydro-3-quinolinecarboxamide), C[S-].[Na+] (sodium thiomethoxide), O (water). Run in CN(C)C=O (DMF). Run at time 18 hour. Yields the product ClC1=CC=C(CNC(=O)C2=CN(C3=CC=C(C=C3C2=O)CSC)CCOCCOC)C=C1 (N-(4-Chlorobenzyl)-1-[2-(2-methoxyethoxy)ethyl]-6-[(methylsulfanyl)methyl]-4-oxo-1,4-dihydro-3-quinolinecarboxamide). The yield is 77.5%. RXN SMILES: [Cl:1][C:2]1[CH:31]=[CH:30][C:5]([CH2:6][NH:7][C:8]([C:10]2[C:19](=[O:20])[C:18]3[C:13](=[CH:14][CH:15]=[C:16]([CH2:21]Cl)[CH:17]=3)[N:12]([CH2:23][CH2:24][O:25][CH2:26][CH2:27][O:28][CH3:29])[CH:11]=2)=[O:9])=[CH:4][CH:3]=1.[CH3:32][S-:33].[Na+].O>CN(C=O)C>[Cl:1][C:2]1[CH:31]=[CH:30][C:5]([CH2:6][NH:7][C:8]([C:10]2[C:19](=[O:20])[C:18]3[C:13](=[CH:14][CH:15]=[C:16]([CH2:21][S:33][CH3:32])[CH:17]=3)[N:12]([CH2:23][CH2:24][O:25][CH2:26][CH2:27][O:28][CH3:29])[CH:11]=2)=[O:9])=[CH:4][CH:3]=1 |f:1.2|. Procedure details: To a suspension of N-(4-chlorobenzyl)-6-(chloromethyl)-1-[2-(2-methoxyethoxy)ethyl]-4-oxo-1,4-dihydro-3-quinolinecarboxamide (175 mg) prepared as described in Example No. 84, in DMF (1.5 11) is added sodium thiomethoxide (40 mg). The mixture is stirred for 18 h, then added to 25 ml of rapidly stirred water. The solid is filtered, washed well with water, dried in vacuo, and recrystallized from acetonitrile to afford 139 mg of the title compound as pale yellow crystals.